describe an organic reaction: reactants, conditions, products, and yield From a dataset of the Open Reaction Database (ORD), a public repository of structured organic reaction records. The reactants are C1(=CC=CC=C1)[C@@H](CC)NC(=O)C=1C=CN2C1COCC2 (3,4-dihydro-1H-pyrrolo[2,1-c][1,4]oxazine-8-carboxylic acid ((R)-1-phenyl-propyl)-amide), BrN1C(CCC1=O)=O (N-bromo-succinimide), O (water), [OH-].[Na+] (sodium hydroxide). The solvent is ClCCl (dichloromethane). Run at temperature -78 celsius, time 110 minute. The product is C1(=CC=CC=C1)[C@@H](CC)NC(=O)C=1C=C(N2C1COCC2)Br (6-bromo-3,4-dihydro-1H-pyrrolo[2,1-c][1,4]oxazine-8-carboxylic acid ((R)-1-phenyl-propyl)-amide). Yield: 93.3%. As a reaction SMILES: [C:1]1([C@H:7]([NH:10][C:11]([C:13]2[CH:14]=[CH:15][N:16]3[CH2:21][CH2:20][O:19][CH2:18][C:17]=23)=[O:12])[CH2:8][CH3:9])[CH:6]=[CH:5][CH:4]=[CH:3][CH:2]=1.[Br:22]N1C(=O)CCC1=O.[OH-].[Na+].O>ClCCl>[C:1]1([C@H:7]([NH:10][C:11]([C:13]2[CH:14]=[C:15]([Br:22])[N:16]3[CH2:21][CH2:20][O:19][CH2:18][C:17]=23)=[O:12])[CH2:8][CH3:9])[CH:6]=[CH:5][CH:4]=[CH:3][CH:2]=1 |f:2.3|. Procedure details: To a solution of 3,4-dihydro-1H-pyrrolo[2,1-c][1,4]oxazine-8-carboxylic acid ((R)-1-phenyl-propyl)-amide (9a) (2.50 g, 8.79 mmol) in dry dichloromethane (245 ml) at −78° C. was added N-bromo-succinimide (1.565 g, 8.79 mmol) in several portions (over 2 min) and the mixture was stirred for 110 min at −78° C., then aqueous 0.1 M sodium hydroxide was added, water was added, and the mixture was extracted 3 times with dichloromethane, the combined organic layers were dried over sodium sulfate, and eva... Starting materials: CC1=NN(C2=CC=C(C=C12)C1=NC(NC(=C1)C1=C(C=CC=C1)OCCOC)=O)C(C)=O (4-(3-methyl-1-acetyl-1H-indazol-5-yl)-6-(2-{[2-(methyloxy)ethyl]oxy}phenyl)pyrimidin-2(1H)-one), Cl (HCl), OCCOC1=C(C=CC=C1)C1=CC(=NC(N1)=O)C=1C=C2C(=NNC2=CC1)C (6-{2-[(2-hydroxyethyl)oxy]phenyl}-4-(3-methyl-1H-indazol-5-yl)pyrimidin-2(1H)-one). Solvent: CO (MeOH). Run at temperature 60 celsius. Yields the product OCCOC1=C(C=CC=C1)C1=CC(=NC(N1)=O)C=1C=C2C(=NNC2=CC1)C.CC1=NNC2=CC=C(C=C12)C1=NC(NC(=C1)C1=C(C=CC=C1)OCCOC)=O (4-(3-methyl-1H-indazol-5-yl)-6-(2-{[2-(methyloxy)ethyl]oxy}phenyl)pyrimidin-2(1H)-one 6-{2-[(2-hydroxyethyl)oxy]phenyl}-4-(3-methyl-1H-indazol-5-yl)pyrimidin-2(1H)-one). As a reaction SMILES: [CH3:1][C:2]1[C:10]2[C:5](=[CH:6][CH:7]=[C:8]([C:11]3[CH:16]=[C:15]([C:17]4[CH:22]=[CH:21][CH:20]=[CH:19][C:18]=4[O:23][CH2:24][CH2:25][O:26][CH3:27])[NH:14][C:13](=[O:28])[N:12]=3)[CH:9]=2)[N:4](C(=O)C)[N:3]=1.Cl.OCCOC1C=CC=CC=1C1NC(=O)N=C(C2C=C3C(=CC=2)NN=C3C)C=1>CO>[OH:26][CH2:25][CH2:24][O:23][C:18]1[CH:19]=[CH:20][CH:21]=[CH:22][C:17]=1[C:15]1[NH:14][C:13](=[O:28])[N:12]=[C:11]([C:8]2[CH:9]=[C:10]3[C:5](=[CH:6][CH:7]=2)[NH:4][N:3]=[C:2]3[CH3:1])[CH:16]=1.[CH3:1][C:2]1[C:10]2[C:5](=[CH:6][CH:7]=[C:8]([C:11]3[CH:16]=[C:15]([C:17]4[CH:22]=[CH:21][CH:20]=[CH:19][C:18]=4[O:23][CH2:24][CH2:25][O:26][CH3:27])[NH:14][C:13](=[O:28])[N:12]=3)[CH:9]=2)[NH:4][N:3]=1 |f:4.5|. Procedure: A flask was charged with 4-(3-methyl-1-acetyl-1H-indazol-5-yl)-6-(2-{[2-(methyloxy)ethyl]oxy}phenyl)pyrimidin-2(1H)-one (2.50 g, 6.2 mmol), MeOH (60 mL) and 10 ml of 4 N HCl in dixoane (Aldrich). The mixture was heated at 60° C. overnight. The reaction was concentrated, and the residue was submitted to preparative HPLC (reverse-phase, acetonitrile/water with 0.01% ammonium acetate) to result in 4-(3-methyl-1H-indazol-5-yl)-6-(2-{[2-(methyloxy)ethyl]oxy}phenyl)pyrimidin-2(1H)-one (1.32 g). 1H NMR... Starting materials: CCCCCN, CC(C)O, Cl, N#C[N-]C#N, [Na+]. Product: CCCCCNC(=N)NC#N. As a reaction SMILES: [CH2:1]([CH2:2][CH2:3][CH2:4][CH3:5])[NH2:6].[CH3:14][CH:15]([OH:16])[CH3:17].[ClH:7].[N-:8]([C:9]#[N:10])[C:11]#[N:12].[Na+:13]>>[CH2:1]([CH2:2][CH2:3][CH2:4][CH3:5])[NH:6][C:11]([NH:8][C:9]#[N:10])=[NH:12]. Reactants: O=C(C=Cc1ccc(O)c(Cl)c1Cl)c1ccc(-c2ccc(Br)cc2)s1, CC[SiH](CC)CC, ClCCl, O=C(O)C(F)(F)F. The product is O=C(CCc1ccc(O)c(Cl)c1Cl)c1ccc(-c2ccc(Br)cc2)s1. RXN SMILES: [Br:1][c:2]1[cH:3][cH:4][c:5](-[c:8]2[cH:9][cH:10][c:11]([C:13]([CH:14]=[CH:15][c:16]3[c:17]([Cl:24])[c:18]([Cl:23])[c:19]([OH:22])[cH:20][cH:21]3)=[O:25])[s:12]2)[cH:6][cH:7]1.[CH2:26]([SiH:27]([CH2:28][CH3:29])[CH2:30][CH3:31])[CH3:32].[Cl:40][CH2:41][Cl:42].[OH:33][C:34]([C:35]([F:36])([F:37])[F:38])=[O:39]>>[Br:1][c:2]1[cH:3][cH:4][c:5](-[c:8]2[cH:9][cH:10][c:11]([C:13]([CH2:14][CH2:15][c:16]3[c:17]([Cl:24])[c:18]([Cl:23])[c:19]([OH:22])[cH:20][cH:21]3)=[O:25])[s:12]2)[cH:6][cH:7]1. The reactants are CCCC[N+](CCCC)(CCCC)CCCC, CC(=O)[O-], CN(C)C=O, [Cl-], CC(C)(C)OC(=O)CC1CC(CCl)OC(C)(C)O1, [Na+], O. Product: CC(=O)OCC1CC(CC(=O)OC(C)(C)C)OC(C)(C)O1. As a reaction SMILES: [CH2:30]([N+:31]([CH2:32][CH2:33][CH2:34][CH3:35])([CH2:36][CH2:37][CH2:38][CH3:39])[CH2:40][CH2:41][CH2:42][CH3:43])[CH2:44][CH2:45][CH3:46].[CH3:20][C:21]([O-:22])=[O:23].[CH3:24][N:25]([CH3:26])[CH:27]=[O:28].[Cl-:29].[Cl:1][CH2:2][CH:3]1[CH2:4][CH:5]([CH2:11][C:12](=[O:13])[O:14][C:15]([CH3:16])([CH3:17])[CH3:18])[O:6][C:7]([CH3:9])([CH3:10])[O:8]1.[Na+:19].[OH2:47]>>[CH2:2]([CH:3]1[CH2:4][CH:5]([CH2:11][C:12](=[O:13])[O:14][C:15]([CH3:16])([CH3:17])[CH3:18])[O:6][C:7]([CH3:9])([CH3:10])[O:8]1)[O:23][C:21]([CH3:20])=[O:22]. The reactants are solid, C1(=CC=CC=C1)CCC(=O)O (3-phenylpropionic acid), OC1=CC=CC=2NN=NC21 (hydroxybenzotriazole), CN1CCOCC1 (4-methylmorpholine), C(C)(C)(C)OC(=O)N[C@@H](C(C)C)C(=O)N[C@@H](C)C(=O)NC1CC(OC1OCC1=CC=CC=C1)=O (N-(Tert-butoxycarbonyl-valinyl-alaninyl)-4-amino-5-benzyloxy-2-oxotetrahydrofuran), C(C)N=C=NCCCN(C)C (Ethyl dimethylaminopropyl carbodiimide). The solvent is CN(C=O)C (dimethyl formamide), C(C)(=O)OCC (ethyl acetate), FC(C(=O)O)(F)F (trifluoroacetic acid). Run at time 15 minute. Product: C1(=CC=CC=C1)CCC(=O)N[C@@H](C(C)C)C(=O)N[C@@H](C)C(=O)NC(CC(=O)O)C=O (N-(3-phenylpropionyl-valinyl-alaninyl)-3-amino-4-oxobutanoic acid). As a reaction SMILES: C(OC([NH:8][C@H:9]([C:13]([NH:15][C@H:16]([C:18]([NH:20][CH:21]1[CH:25]([O:26]CC2C=CC=CC=2)[O:24][C:23](=[O:34])[CH2:22]1)=[O:19])[CH3:17])=[O:14])[CH:10]([CH3:12])[CH3:11])=O)(C)(C)C.[C:35]1([CH2:41][CH2:42][C:43]([OH:45])=O)[CH:40]=[CH:39][CH:38]=[CH:37][CH:36]=1.OC1C2N=NNC=2C=CC=1.CN1CCOCC1.C(N=C=NCCCN(C)C)C>FC(F)(F)C(O)=O.C(OCC)(=O)C.CN(C)C=O>[C:35]1([CH2:41][CH2:42][C:43]([NH:8][C@H:9]([C:13]([NH:15][C@H:16]([C:18]([NH:20][CH:21]([CH:25]=[O:26])[CH2:22][C:23]([OH:34])=[O:24])=[O:19])[CH3:17])=[O:14])[CH:10]([CH3:11])[CH3:12])=[O:45])[CH:36]=[CH:37][CH:38]=[CH:39][CH:40]=1. Procedure: N-(Tert-butoxycarbonyl-valinyl-alaninyl)-4-amino-5-benzyloxy-2-oxotetrahydrofuran (590.4 mg) was dissolved in 15 mL of trifluoroacetic acid, aged for 15 minutes, and concentrated. The residue was dissolved in methanol, diluted with toluene and concentrated to give a colorless solid. To 201.9 mg of this solid was added 3-phenylpropionic acid (123 mg, 0. 8216 mmol), hydroxybenzotriazole (111 mg, 0.8216 mmol), dimethyl formamide (3 mL), and 4-methylmorpholine (45 μl, 0.4108 mmol). Ethyl dimethylami... Starting materials: C1OC23[C@]4(C)[C@@H](CC2(OCCO3)OC1)[C@@H]1/C(/CC3CCCC[C@]3(C)[C@H]1CC4)=N/OC (17,17-bis(ethylendioxy)-7-(E)-methoxyiminoandrostane), C=C1C[C@H]2[C@@H]3CCC([C@@]3(C)CC[C@@H]2[C@]2(CCC(CC12)=O)C)=O (6-methyleneandrostane-3,17-dione). Product: CO\N=C/1\[C@H]2[C@@H]3CCC([C@@]3(C)CC[C@@H]2[C@]2(CCC(CC2C1)=O)C)=O (7-(E)-Methoxyiminoandrostane-3,17-dione). The yield is 55.0%. RXN SMILES: C1CO[C:8]23OCC[O:12][C:3]2([C@:4]2([CH2:27][CH2:26][C@H:25]4[C@@H:15](/[C:16](=[N:28]/[O:29][CH3:30])/[CH2:17][CH:18]5[C@:23]4([CH3:24])[CH2:22][CH2:21][CH2:20][CH2:19]5)[C@@H:6]2[CH2:7]3)[CH3:5])O1.C=C1C2[C@](C)(CCC(=[O:50])C2)[C@@H]2[C@H]([C@H]3[C@@](CC2)(C)C(=O)CC3)C1>>[CH3:30][O:29]/[N:28]=[C:16]1/[C@@H:15]2[C@@H:25]([C@:23]3([CH3:24])[CH:18]([CH2:17]/1)[CH2:19][C:20](=[O:50])[CH2:21][CH2:22]3)[CH2:26][CH2:27][C@@:4]1([CH3:5])[C@H:6]2[CH2:7][CH2:8][C:3]1=[O:12]. Procedure: The title compound II-au was prepared in 55% yield from 3,3:17,17-bis(ethylendioxy)-7-(E)-methoxyiminoandrostane by the procedure described above for the preparation of 6-methyleneandrostane-3,17-dione (II-ac, Prepn. 13). The crude product was purified by flash chromatography (SiO2, n-hexane/EtOAc 6/4). 1H-NMR (300 MHz, DMSO-d6, ppm from TMS: δ 3.72 (3H, s), 2.89 (1H, m), 2.63-0.93 (19H, m), 1.12 (3H, s), 0.82 (3H, s).